This data is from the Open Reaction Database (ORD), a public repository of structured organic reaction records. The task is: describe an organic reaction: reactants, conditions, products, and yield Reactants: O=C1CC(OC2=C1C=CC(=C2CCC)O)(CCC(=O)OCC)CCC(=O)OCC (diethyl 3,4-dihydro-4-oxo-7-hydroxy-8-propyl-2H-1-benzopyran-2,2-dipropanoate), BrCCCCCC (1-bromohexane), C(C1=CC=CC=C1)Br (benzyl bromide). Product: C(CCCCC)OC1=C(C2=C(C(CC(O2)(CCC(=O)OCC)CCC(=O)OCC)=O)C=C1)CCC (diethyl 7-(hexyloxy)-3,4-dihydro-4-oxo-8-propyl-2H-1-benzopyran-2,2-dipropanoate). As a reaction SMILES: [O:1]=[C:2]1[C:7]2[CH:8]=[CH:9][C:10]([OH:15])=[C:11]([CH2:12][CH2:13][CH3:14])[C:6]=2[O:5][C:4]([CH2:23][CH2:24][C:25]([O:27][CH2:28][CH3:29])=[O:26])([CH2:16][CH2:17][C:18]([O:20][CH2:21][CH3:22])=[O:19])[CH2:3]1.Br[CH2:31][CH2:32][CH2:33][CH2:34][CH2:35][CH3:36].C(Br)C1C=CC=CC=1>>[CH2:31]([O:15][C:10]1[CH:9]=[CH:8][C:7]2[C:2](=[O:1])[CH2:3][C:4]([CH2:16][CH2:17][C:18]([O:20][CH2:21][CH3:22])=[O:19])([CH2:23][CH2:24][C:25]([O:27][CH2:28][CH3:29])=[O:26])[O:5][C:6]=2[C:11]=1[CH2:12][CH2:13][CH3:14])[CH2:32][CH2:33][CH2:34][CH2:35][CH3:36]. Procedure details: The title compound (388 mg) was prepared by the method of Example 18 substituting the title product of Example 1 (406 mg; 1.00 mmol) for the title product of Example 2, and further substituting 1-bromohexane (198 mg, 1.20 mmol for benzyl bromide. Reactants: OS(=O)(=O)O (H2SO4), (NH4)2S2O8, C(CCC)C1=C(N=NC(=C1)Cl)C1=CC=CC=C1 (4-butyl-6-chloro-3-phenyl-pyridazine), CCCCCC (hexane), CCOC(=O)C (EtOAc). Reagents/catalysts: [N+](=O)([O-])[O-].[Ag+] (AgNO3). Run in CO (MeOH), O (water). Reaction conditions: temperature 75 celsius. Product: C(CCC)C=1C(=C(N=NC1C1=CC=CC=C1)Cl)CO (5-Butyl-3-chloro-4-hydroxymethyl-6-phenyl-pyridazine). As a reaction SMILES: OS(O)(=O)=O.[CH2:6]([C:10]1[CH:15]=[C:14]([Cl:16])[N:13]=[N:12][C:11]=1[C:17]1[CH:22]=[CH:21][CH:20]=[CH:19][CH:18]=1)[CH2:7][CH2:8][CH3:9].CCCCCC.C[CH2:30][O:31]C(C)=O>CO.O.[N+]([O-])([O-])=O.[Ag+]>[CH2:6]([C:10]1[C:15]([CH2:30][OH:31])=[C:14]([Cl:16])[N:13]=[N:12][C:11]=1[C:17]1[CH:22]=[CH:21][CH:20]=[CH:19][CH:18]=1)[CH2:7][CH2:8][CH3:9] |f:6.7|. Procedure: Concentrated H2SO4 (0.17 ml, 3.2 mmol), (NH4)2S2O8 (0.575 g, 2.52 mmol) and AgNO3 (4 mg) are added to a solution of 4-butyl-6-chloro-3-phenyl-pyridazine (0.526 g, 2.1 mmol) in MeOH (12 mL) and water (6 mL). The mixture is heated at 75° C. for 3 h and the solvent is then evaporated in vacuo. The residue is partitioned between saturated aqueous NaHCO3 solution (30 mL) and EtOAc (30 mL) and the organic layer is washed with water (25 mL), brine (25 mL), and then dried (Na2SO4). Evaporation of the so... Reactants: CN(C)CCN, CC(=O)O, CCOC(C)=O, ClCCl, CCCn1c(=O)c2[nH]c(C34CCCC(C=O)(CCC3)C4)nc2n(CCC)c1=O. The product is CCCn1c(=O)c2[nH]c(C34CCCC(CNCCN(C)C)(CCC3)C4)nc2n(CCC)c1=O. As a reaction SMILES: [CH3:29][N:30]([CH2:31][CH2:32][NH2:33])[CH3:34].[CH3:35][C:36](=[O:37])[OH:38].[CH3:42][CH2:43][O:44][C:45](=[O:46])[CH3:47].[Cl:39][CH2:40][Cl:41].[O:1]=[c:2]1[n:3]([CH2:26][CH2:27][CH3:28])[c:4](=[O:25])[c:5]2[nH:6][c:7]([C:14]34[CH2:15][CH2:16][CH2:17][C:18]([CH:23]=[O:24])([CH2:19][CH2:20][CH2:21]3)[CH2:22]4)[n:8][c:9]2[n:10]1[CH2:11][CH2:12][CH3:13]>>[O:1]=[c:2]1[n:3]([CH2:26][CH2:27][CH3:28])[c:4](=[O:25])[c:5]2[nH:6][c:7]([C:14]34[CH2:15][CH2:16][CH2:17][C:18]([CH2:23][NH:33][CH2:32][CH2:31][N:30]([CH3:29])[CH3:34])([CH2:19][CH2:20][CH2:21]3)[CH2:22]4)[n:8][c:9]2[n:10]1[CH2:11][CH2:12][CH3:13].